Task: describe an organic reaction: reactants, conditions, products, and yield. Dataset: the Open Reaction Database (ORD), a public repository of structured organic reaction records Starting materials: Cc1ccccc1, Cc1c[nH]cn1, CC(=O)Cl. The product is CC(=O)n1cnc(C)c1. Reaction SMILES: [CH3:11][c:12]1[cH:13][cH:14][cH:15][cH:16][cH:17]1.[CH3:1][c:2]1[n:3][cH:4][nH:5][cH:6]1.[CH3:7][C:8]([Cl:9])=[O:10]>>[CH3:1][c:2]1[n:3][cH:4][n:5]([C:8]([CH3:7])=[O:10])[cH:6]1. Starting materials: FC1=CC(=C(C=C1)N1CCNCC1)OCC(F)(F)F (1-[4-fluoro-2-(2,2,2-trifluoroethoxy)phenyl]piperazine), ClCCCN1C(N(C=C(C1=O)F)COCC[Si](C)(C)C)=O (3-(3-chloropropyl)-5-fluoro-1-[2-(trimethylsilyl)ethoxymethyl]-2,4(1H,3H)-pyrimidinedione). The product is FC1=CC(=C(C=C1)N1CCN(CC1)CCCN1C(N(C=C(C1=O)F)COCC[Si](C)(C)C)=O)OCC(F)(F)F (3-(3-{4-[4-fluoro-2-(2,2,2-trifluoroethoxy)phenyl]piperazin-1-yl}propyl)-5-fluoro-1-[2-(trimethylsilyl)ethoxymethyl)-2,4(1H,3H)-pyrimidinedione). Reaction SMILES: [F:1][C:2]1[CH:7]=[CH:6][C:5]([N:8]2[CH2:13][CH2:12][NH:11][CH2:10][CH2:9]2)=[C:4]([O:14][CH2:15][C:16]([F:19])([F:18])[F:17])[CH:3]=1.Cl[CH2:21][CH2:22][CH2:23][N:24]1[C:29](=[O:30])[C:28]([F:31])=[CH:27][N:26]([CH2:32][O:33][CH2:34][CH2:35][Si:36]([CH3:39])([CH3:38])[CH3:37])[C:25]1=[O:40]>>[F:1][C:2]1[CH:7]=[CH:6][C:5]([N:8]2[CH2:13][CH2:12][N:11]([CH2:21][CH2:22][CH2:23][N:24]3[C:29](=[O:30])[C:28]([F:31])=[CH:27][N:26]([CH2:32][O:33][CH2:34][CH2:35][Si:36]([CH3:37])([CH3:39])[CH3:38])[C:25]3=[O:40])[CH2:10][CH2:9]2)=[C:4]([O:14][CH2:15][C:16]([F:18])([F:17])[F:19])[CH:3]=1. Reported procedure: substituting 1-[4-fluoro-2-(2,2,2-trifluoroethoxy)phenyl]piperazine and 3-(3-chloropropyl)-5-fluoro-1-[2-(trimethylsilyl)ethoxymethyl]-2,4(1H,3H)-pyrimidinedione gave 3-(3-{4-[4-fluoro-2-(2,2,2-trifluoroethoxy)phenyl]piperazin-1-yl}propyl)-5-fluoro-1-[2-(trimethylsilyl)ethoxymethyl)-2,4(1H,3H)-pyrimidinedione;